Dataset: the Open Reaction Database (ORD), a public repository of structured organic reaction records. Task: describe an organic reaction: reactants, conditions, products, and yield Reactants: C(CCC)OP(=O)(C/C=C/CC1(C2=CC(=CC=C2C=2C=CC(=CC12)F)F)C(=O)NCC(F)(F)F)OCCCC ((E)-9-[4-(Dibutoxyphosphinyl)-2-butenyl]-2,7-difluoro-N-(2,2,2-trifluoroethyl)-9H-fluorene-9-carboxamide), compound. Reagents/catalysts: [Pd] (Pd on carbon). Solvent: C(C)O (ethanol). Reaction conditions: time 24 hour. Product: C(CCC)OP(=O)(CCCCC1(C2=CC(=CC=C2C=2C=CC(=CC12)F)F)C(=O)NCC(F)(F)F)OCCCC (9-[4-(Dibutoxyphosphinyl)butyl]-2,7-difluoro-N-(2,2,2-trifluoroethyl)-9H-fluorene-9-carboxamide). The yield is 94.0%. As a reaction SMILES: [CH2:1]([O:5][P:6]([O:35][CH2:36][CH2:37][CH2:38][CH3:39])([CH2:8]/[CH:9]=[CH:10]/[CH2:11][C:12]1([C:27]([NH:29][CH2:30][C:31]([F:34])([F:33])[F:32])=[O:28])[C:24]2[CH:23]=[C:22]([F:25])[CH:21]=[CH:20][C:19]=2[C:18]2[C:13]1=[CH:14][C:15]([F:26])=[CH:16][CH:17]=2)=[O:7])[CH2:2][CH2:3][CH3:4]>C(O)C.[Pd]>[CH2:36]([O:35][P:6]([O:5][CH2:1][CH2:2][CH2:3][CH3:4])([CH2:8][CH2:9][CH2:10][CH2:11][C:12]1([C:27]([NH:29][CH2:30][C:31]([F:34])([F:33])[F:32])=[O:28])[C:13]2[CH:14]=[C:15]([F:26])[CH:16]=[CH:17][C:18]=2[C:19]2[C:24]1=[CH:23][C:22]([F:25])=[CH:21][CH:20]=2)=[O:7])[CH2:37][CH2:38][CH3:39]. Procedure details: A solution of Example 203 compound (574 mg, 1 mmol) in 25 ml of absolute ethanol containing 250 mg of 10% Pd on carbon as catalyst was stirred under a hydrogen atmosphere (balloon) for 48 hours. The reaction was filtered after stirring 24 hrs and fresh catalyst added. The reaction was filtered through a 0.45 μm nylon filter and the solvent evaporated yielding 538 mg (94%) of title compound as a colorless oil.